From a dataset of the Open Reaction Database (ORD), a public repository of structured organic reaction records. describe an organic reaction: reactants, conditions, products, and yield The reactants are NCC(O)C1=CC(=CC=C1)C(F)(F)F (2-amino-1-(3-trifluoromethylphenyl)ethanol), C(#N)[BH3-].[Na+] (sodium cyanoborohydride), O=C(COC1=CC=C(CC2C(NC(S2)=O)=O)C=C1)C (5-[4-(2-oxopropoxy)benzyl]thiazolidine-2,4-dione), C1=CC=CC=C1 (benzene). Run in CO (methanol). Yields the product FC(C=1C=C(C=CC1)C(CNC(COC1=CC=C(CC2C(NC(S2)=O)=O)C=C1)C)O)(F)F (5-[4-{2-[2-(3-Trifluoromethylpheny)-2-hydroxyethylamino]propoxy}benzyl]thiazolidine-2,4-dione). Isolated yield 35.8%. RXN SMILES: [NH2:1][CH2:2][CH:3]([C:5]1[CH:10]=[CH:9][CH:8]=[C:7]([C:11]([F:14])([F:13])[F:12])[CH:6]=1)[OH:4].O=[C:16]([CH3:33])[CH2:17][O:18][C:19]1[CH:32]=[CH:31][C:22]([CH2:23][CH:24]2[S:28][C:27](=[O:29])[NH:26][C:25]2=[O:30])=[CH:21][CH:20]=1.C1C=CC=CC=1.C([BH3-])#N.[Na+]>CO>[F:14][C:11]([F:12])([F:13])[C:7]1[CH:6]=[C:5]([CH:3]([OH:4])[CH2:2][NH:1][CH:16]([CH3:33])[CH2:17][O:18][C:19]2[CH:20]=[CH:21][C:22]([CH2:23][CH:24]3[S:28][C:27](=[O:29])[NH:26][C:25]3=[O:30])=[CH:31][CH:32]=2)[CH:10]=[CH:9][CH:8]=1 |f:3.4|. Procedure: Following a procedure similar to that described in Example 2, but using 5.88 g of 2-amino-1-(3-trifluoromethylphenyl)ethanol (prepared as described in Preparation 42), 8 g of 5-[4-(2-oxopropoxy)benzyl]thiazolidine-2,4-dione (prepared as described in Preparation 2), 200 ml of benzene, 150 ml of absolute methanol and 5.4 g of sodium cyanoborohydride, and then purifying the reaction product by column chromatography through silica gel, using ethyl acetate as the eluent, 4.8 g of the title compound w... The reactants are N1C=NC(=C1)C12C(C=3C=CC=CC3C1)C(CC2)=O (8a-(1H-imidazol-4-yl)-1,3a,8,8a-tetrahydro-2H-cyclopenta[a]inden-3-one), [BH4-].[Na+] (sodium borohydride), O (water). Solvent: C(C)O (ethanol). Reaction conditions: temperature 37.5 celsius, time 4 hour. Product: N1C=NC(=C1)C12C(C=3C=CC=CC3C1)C(CC2)O (8a-(1H-Imidazol-4-yl)-1,2,3,3a,8,8a-hexahydrocyclopenta[a]inden-3-ol). RXN SMILES: [NH:1]1[CH:5]=[C:4]([C:6]23[CH2:17][CH2:16][C:15](=[O:18])[CH:7]2[C:8]2[CH:9]=[CH:10][CH:11]=[CH:12][C:13]=2[CH2:14]3)[N:3]=[CH:2]1.[BH4-].[Na+].O>C(O)C>[NH:1]1[CH:5]=[C:4]([C:6]23[CH2:17][CH2:16][CH:15]([OH:18])[CH:7]2[C:8]2[CH:9]=[CH:10][CH:11]=[CH:12][C:13]=2[CH2:14]3)[N:3]=[CH:2]1 |f:1.2|. Procedure details: To a solution of 8a-(1H-imidazol-4-yl)-1,3a,8,8a-tetrahydro-2H-cyclopenta[a]inden-3-one (1 g) in 40 ml of ethanol was added 0.16 g of sodium borohydride under a nitrogen atmosphere. The reaction mixture was stirred at 35-40° C. for 4 hours and then poured into water (100 ml) and extracted with methylene chloride (3×100 ml). The combined organic layers were dried over sodium sulfate and the solvent removed under reduced pressure. The crude product was purified by flash chromatography using methyl... Starting materials: Cc1cc(C)c(O)c(CN2CCCCC2)c1, O=C=Nc1ccccc1, c1ccccc1. Yields the product Cc1cc(C)c(OC(=O)Nc2ccccc2)c(CN2CCCCC2)c1. Reaction SMILES: [N:10]1([CH2:16][c:17]2[c:18]([OH:25])[c:19]([CH3:24])[cH:20][c:21]([CH3:23])[cH:22]2)[CH2:11][CH2:12][CH2:13][CH2:14][CH2:15]1.[c:1]1([N:7]=[C:8]=[O:9])[cH:2][cH:3][cH:4][cH:5][cH:6]1.[cH:26]1[cH:27][cH:28][cH:29][cH:30][cH:31]1>>[c:1]1([NH:7][C:8](=[O:9])[O:25][c:18]2[c:17]([CH2:16][N:10]3[CH2:11][CH2:12][CH2:13][CH2:14][CH2:15]3)[cH:22][c:21]([CH3:23])[cH:20][c:19]2[CH3:24])[cH:2][cH:3][cH:4][cH:5][cH:6]1.